From a dataset of the Open Reaction Database (ORD), a public repository of structured organic reaction records. describe an organic reaction: reactants, conditions, products, and yield Starting materials: BrC1=CC(=CC=2OC3=C([C@H]4N(C21)CCC[C@H]4NC(C(F)(F)F)=O)C=CC=C3)F (trans-N-(6-bromo-8-fluoro-2,3,4,14b-tetrahydro-1H-dibenzo[b,f]pyrido[1,2-d][1,4]oxazepin-1-yl)-2,2,2-trifluoroacetamide), O (Water), [Cl-].C[Zn+] (Methylzinc chloride), [Cl-].C[Zn+] (methylzinc chloride). The reagents and catalysts are [CH-]1C=CC=C1.[CH-]1C=CC=C1.[Fe+2].Cl[Pd]Cl (ferrocene PdCl2), [CH-]1C=CC=C1.[CH-]1C=CC=C1.[Fe+2].Cl[Pd]Cl (ferrocene PdCl2). Run in C1CCOC1 (THF). Conditions: temperature 60 celsius, time 10 minute. Product: FC(C(=O)N[C@@H]1CCCN2C3=C(OC4=C([C@@H]21)C=CC=C4)C=C(C=C3C)F)(F)F (trans-2,2,2-Trifluoro-N-(8-fluoro-2,3,4,14b-tetrahydro-6-methyl-1H-dibenzo[b,f]pyrido-[1,2-d][1,4]oxazepin-1-yl)acetamide). RXN SMILES: Br[C:2]1[C:12]2[N:11]3[CH2:13][CH2:14][CH2:15][C@@H:16]([NH:17][C:18](=[O:23])[C:19]([F:22])([F:21])[F:20])[C@H:10]3[C:9]3[CH:24]=[CH:25][CH:26]=[CH:27][C:8]=3[O:7][C:6]=2[CH:5]=[C:4]([F:28])[CH:3]=1.[Cl-].[CH3:30][Zn+].O>C1COCC1.[CH-]1C=CC=C1.[CH-]1C=CC=C1.[Fe+2].Cl[Pd]Cl>[F:22][C:19]([F:21])([F:20])[C:18]([NH:17][C@H:16]1[C@@H:10]2[N:11]([C:12]3[C:2]([CH3:30])=[CH:3][C:4]([F:28])=[CH:5][C:6]=3[O:7][C:8]3[CH:27]=[CH:26][CH:25]=[CH:24][C:9]=32)[CH2:13][CH2:14][CH2:15]1)=[O:23] |f:1.2,5.6.7.8|. Reported procedure: To a solution of trans-N-(6-bromo-8-fluoro-2,3,4,14b-tetrahydro-1H-dibenzo[b,f]pyrido[1,2-d][1,4]oxazepin-1-yl)-2,2,2-trifluoroacetamide (300 mg, 0.65 mmol) in THF (7 mL) was added ferrocene PdCl2 (10 mg, 14 mmol) and the reaction mixture was stirred for 10 min. Methylzinc chloride (0.81 mL) was added dropwise whereafter the reaction mixture was heated to 60° C. After 3 h ferrocene PdCl2 (20 mg, 28 μmol) and methylzinc chloride (0.3 mL) were added and the reaction mixture was heated at 80° C. fo... Starting materials: C(C)OC(CBr)=O (bromo-acetic acid ethyl ester), C([O-])([O-])=O.[K+].[K+] (potassium carbonate), FC1=CC(=C(C=C1F)C1=CC=C(C=C1)OCC=1C=C(C=CC1)N)OC (3-(4′,5′-difluoro-2′-methoxy-biphenyl-4-yloxymethyl)-phenylamine). The solvent is C(C)#N (acetonitrile), C(C)#N (acetonitrile). Conditions: temperature 80 celsius. Product: C(C)OC(CNC1=CC(=CC=C1)COC1=CC=C(C=C1)C1=C(C=C(C(=C1)F)F)OC)=O ([3-(4′,5′-difluoro-2′-methoxy-biphenyl-4-yloxymethyl)-phenylamino]-acetic acid ethyl ester). The yield is 44.5%. Reaction SMILES: [F:1][C:2]1[C:7]([F:8])=[CH:6][C:5]([C:9]2[CH:14]=[CH:13][C:12]([O:15][CH2:16][C:17]3[CH:18]=[C:19]([NH2:23])[CH:20]=[CH:21][CH:22]=3)=[CH:11][CH:10]=2)=[C:4]([O:24][CH3:25])[CH:3]=1.[CH2:26]([O:28][C:29](=[O:32])[CH2:30]Br)[CH3:27].C(=O)([O-])[O-].[K+].[K+]>C(#N)C>[CH2:26]([O:28][C:29](=[O:32])[CH2:30][NH:23][C:19]1[CH:20]=[CH:21][CH:22]=[C:17]([CH2:16][O:15][C:12]2[CH:11]=[CH:10][C:9]([C:5]3[CH:6]=[C:7]([F:8])[C:2]([F:1])=[CH:3][C:4]=3[O:24][CH3:25])=[CH:14][CH:13]=2)[CH:18]=1)[CH3:27] |f:2.3.4|. Procedure: To a vial containing 3-(4′,5′-difluoro-2′-methoxy-biphenyl-4-yloxymethyl)-phenylamine (0.35 g, 1.0 mmol) dissolved in acetonitrile (1 mL) was added bromo-acetic acid ethyl ester (0.113 ml, 1.0 mmol) and potassium carbonate (167 mg, 1.2 mmol) and additional acetonitrile (5 mL). The vial was sealed and heated to 80° C. overnight. The reaction was partitioned between ethyl acetate (200 mL) and aqueous HCl (0.1 M, 200 mL). The organic layer was separated and the aqueous layer extracted with ethyl ac... The product is C1(CC1)COC=1C=C(CNC(=O)C=2C=C3C=CC=NC3=CC2)C=CC1 (Quinoline-6-carboxylic acid 3-cyclopropylmethoxy-benzylamide). Reported procedure: To a mixture of quinoline-6-carboxylic acid 3-hydroxybenzylamide described in Preparation Example E+-4 (87 mg, 0.31 mmol) and tetrahydrofuran (2 mL) was added an aqueous solution of 1N sodium hydroxide (0.31 mL, 0.31 mmol), and the solvent was evaporated in vacuo. To a mixture of a portion (5.0 mg) of the residue (93 mg) and N,N-dimethylformamide (1 mL) were added cyclopropylmethyl bromide (2.7 mg, 0.020 mmol) and catalytic amount of sodium iodide at room temperature, followed by stirring for 3 ... As a reaction SMILES: [OH:1][C:2]1[CH:3]=[C:4]([CH:19]=[CH:20][CH:21]=1)[CH2:5][NH:6][C:7]([C:9]1[CH:10]=[C:11]2[C:16](=[CH:17][CH:18]=1)[N:15]=[CH:14][CH:13]=[CH:12]2)=[O:8].[OH-].[Na+].[CH:24]1([CH2:27]Br)[CH2:26][CH2:25]1.[I-].[Na+]>C(#N)C.O.FC(F)(F)C(O)=O.O1CCCC1>[CH:24]1([CH2:27][O:1][C:2]2[CH:3]=[C:4]([CH:19]=[CH:20][CH:21]=2)[CH2:5][NH:6][C:7]([C:9]2[CH:10]=[C:11]3[C:16](=[CH:17][CH:18]=2)[N:15]=[CH:14][CH:13]=[CH:12]3)=[O:8])[CH2:26][CH2:25]1 |f:1.2,4.5,6.7|. Yield: 20.0%. The reactants are OC=1C=C(CNC(=O)C=2C=C3C=CC=NC3=CC2)C=CC1 (quinoline-6-carboxylic acid 3-hydroxybenzylamide), 4, [OH-].[Na+] (sodium hydroxide), C1(CC1)CBr (cyclopropylmethyl bromide), [I-].[Na+] (sodium iodide). Conditions: time 3 hour. Solvent: C(C)#N.O (acetonitrile water), FC(C(=O)O)(F)F (trifluoroacetic acid), FC(C(=O)O)(F)F (trifluoroacetic acid), O1CCCC1 (tetrahydrofuran).